This data is from the Open Reaction Database (ORD), a public repository of structured organic reaction records. The task is: describe an organic reaction: reactants, conditions, products, and yield Starting materials: Cl.Cl.NC1=CC(=C(C(=O)NCC2CCNCC2)C=C1Cl)OC (4-Amino-5-chloro-2-methoxy-N-(piperidin-4-ylmethyl)benzamide dihydrochloride), C([O-])([O-])=O.[K+].[K+] (potassium carbonate), BrCCCCCC(=O)C1=CC(=C(C=C1)OC)Cl (6-bromo-1-(3-chloro-4-methoxyphenyl)-1-hexanone). The product is NC1=CC(=C(C(=O)NCC2CCN(CC2)CCCCCC(=O)C2=CC(=C(C=C2)OC)Cl)C=C1Cl)OC (4-amino-5-chloro-N-((1-(6-(3-chloro-4-methoxyphenyl)-6-oxohexyl)-piperidin-4-yl)methyl)-2-methoxybenzamide). Yield: 36.2%. RXN SMILES: Cl.Cl.[NH2:3][C:4]1[C:19]([Cl:20])=[CH:18][C:7]([C:8]([NH:10][CH2:11][CH:12]2[CH2:17][CH2:16][NH:15][CH2:14][CH2:13]2)=[O:9])=[C:6]([O:21][CH3:22])[CH:5]=1.C(=O)([O-])[O-].[K+].[K+].Br[CH2:30][CH2:31][CH2:32][CH2:33][CH2:34][C:35]([C:37]1[CH:42]=[CH:41][C:40]([O:43][CH3:44])=[C:39]([Cl:45])[CH:38]=1)=[O:36]>>[NH2:3][C:4]1[C:19]([Cl:20])=[CH:18][C:7]([C:8]([NH:10][CH2:11][CH:12]2[CH2:13][CH2:14][N:15]([CH2:30][CH2:31][CH2:32][CH2:33][CH2:34][C:35]([C:37]3[CH:42]=[CH:41][C:40]([O:43][CH3:44])=[C:39]([Cl:45])[CH:38]=3)=[O:36])[CH2:16][CH2:17]2)=[O:9])=[C:6]([O:21][CH3:22])[CH:5]=1 |f:0.1.2,3.4.5|. Reported procedure: 4-Amino-5-chloro-2-methoxy-N-(piperidin-4-ylmethyl)benzamide dihydrochloride (0.86 g) as starting compound, potassium carbonate (2.0 g) and 6-bromo-1-(3-chloro-4-methoxyphenyl)-1-hexanone (0.82 g) were reacted and treated in the same manner as in Example 172 to give 0.45 g of 4-amino-5-chloro-N-((1-(6-(3-chloro-4-methoxyphenyl)-6-oxohexyl)-piperidin-4-yl)methyl)-2-methoxybenzamide. Reactants: C(C)[Mg]Br (ethylmagnesium bromide), [Cl-].[NH4+] (ammonium chloride), N1(N=CC2=CC=C3C(=C12)C=CO3)CC=O ((1H-furo[2,3-g]indazol-1-yl)acetaldehyde). The solvent is O1CCCC1 (tetrahydrofuran), O1CCCC1 (tetrahydrofuran), O1CCCC1 (tetrahydrofuran). Conditions: time 3 day. Product: N1(N=CC2=CC=C3C(=C12)C=CO3)CC(CC)O (1-(1H-furo[2,3-g]indazol-1-yl)-2-butanol). As a reaction SMILES: [CH2:1]([Mg]Br)[CH3:2].[N:5]1([CH2:17][CH:18]=[O:19])[C:13]2[C:8](=[CH:9][CH:10]=[C:11]3[O:16][CH:15]=[CH:14][C:12]3=2)[CH:7]=[N:6]1.[Cl-].[NH4+]>O1CCCC1>[N:5]1([CH2:17][CH:18]([OH:19])[CH2:1][CH3:2])[C:13]2[C:8](=[CH:9][CH:10]=[C:11]3[O:16][CH:15]=[CH:14][C:12]3=2)[CH:7]=[N:6]1 |f:2.3|. Procedure details: Under argon atmosphere, 5 ml of 1.0 M tetrahydrofuran solution of ethylmagnesium bromide was diluted with 5 ml of tetrahydrofuran, a tetrahydrofuran (5 ml) solution of 0.30 g of (1H-furo[2,3-g]indazol-1-yl)acetaldehyde was added dropwise, and the mixture was stirred at room temperature for 3 days. The reaction mixture was poured into ammonium chloride aqueous solution and extracted with ethyl acetate. The organic layers were combined, washed with brine and then dried with anhydrous magnesium sul... Reactants: C(C)OC(=O)NN=C(CSCCC(=O)OCC)CSCCC(=O)OCC (1,3-bis[(2-ethoxycarbonylethyl)thio]acetone ethoxycarbonylhydrazone), S(=O)(Cl)Cl (thionyl chloride). The solvent is ClCCCl (1,2-dichloroethane). Reaction conditions: time 8 hour. The product is C(C)OC(=O)CCSC1=C(N=NS1)CSCCC(=O)OCC (5-[(2-ethoxycarbonylethyl)thio]-4-[(2-ethoxycarbonylethyl)thiomethyl]-1,2,3-thiadiazole). Isolated yield 100.9%. Reaction SMILES: C(OC([NH:6][N:7]=[C:8]([CH2:18][S:19][CH2:20][CH2:21][C:22]([O:24][CH2:25][CH3:26])=[O:23])[CH2:9][S:10][CH2:11][CH2:12][C:13]([O:15][CH2:16][CH3:17])=[O:14])=O)C.[S:27](Cl)(Cl)=O>ClCCCl>[CH2:16]([O:15][C:13]([CH2:12][CH2:11][S:10][C:9]1[S:27][N:6]=[N:7][C:8]=1[CH2:18][S:19][CH2:20][CH2:21][C:22]([O:24][CH2:25][CH3:26])=[O:23])=[O:14])[CH3:17]. Procedure details: To a solution of the hydrazone (7.2 g, 17.6 mmol) in 1,2-dichloroethane (20 mL) was added thionyl chloride (3.9 mL, 53 mmol) at 0° C. and stirred overnight at room temperature. The mixture was concentrated to a volume of 10 mL, diluted with dichloromethane, washed with aqueous sodium bicarbonate, dried over sodium sulfate, and then concentrated to dryness, affording 6.47 g of 5-[(2-ethoxycarbonylethyl)thio]-4-[(2-ethoxycarbonylethyl)thiomethyl]-1,2,3-thiadiazole. 1H NMR (CDCl3) δ 1.2-1.3 (m, 6H)... The reactants are CCCCC12Cc3cc(OCOC)ccc3C1=C(C)C(=O)C(CC=O)C2, CO, CCOC(C)=O, Cl. Product: CCCCC12Cc3cc(O)ccc3C1=C(C)C(=O)C(CC=O)C2. As a reaction SMILES: [CH2:1]([CH2:2][CH2:3][CH3:4])[C:5]12[CH2:6][c:7]3[cH:8][c:9]([O:23][CH2:24][O:25][CH3:26])[cH:10][cH:11][c:12]3[C:13]1=[C:14]([CH3:22])[C:15](=[O:21])[CH:16]([CH2:18][CH:19]=[O:20])[CH2:17]2.[CH3:28][OH:29].[CH3:30][CH2:31][O:32][C:33]([CH3:34])=[O:35].[ClH:27]>>[CH2:1]([CH2:2][CH2:3][CH3:4])[C:5]12[CH2:6][c:7]3[cH:8][c:9]([OH:23])[cH:10][cH:11][c:12]3[C:13]1=[C:14]([CH3:22])[C:15](=[O:21])[CH:16]([CH2:18][CH:19]=[O:20])[CH2:17]2. The reactants are CC(C)(C)OC(=O)N1CC(C#N)C1, C1COCCO1, Cn1cnc(S(=O)(=O)Cl)c1, CCN(C(C)C)C(C)C, Cl. Product: Cn1cnc(S(=O)(=O)N2CC(C#N)C2)c1. RXN SMILES: [C:1]([O:2][C:3]([CH3:4])([CH3:5])[CH3:6])(=[O:7])[N:8]1[CH2:9][CH:10]([C:12]#[N:13])[CH2:11]1.[CH2:34]1[O:35][CH2:36][CH2:37][O:38][CH2:39]1.[CH3:24][n:25]1[cH:26][n:27][c:28]([S:30](=[O:31])(=[O:32])[Cl:33])[cH:29]1.[CH:15]([N:16]([CH2:17][CH3:18])[CH:19]([CH3:20])[CH3:21])([CH3:22])[CH3:23].[ClH:14]>>[N:8]1([S:30]([c:28]2[n:27][cH:26][n:25]([CH3:24])[cH:29]2)(=[O:31])=[O:32])[CH2:9][CH:10]([C:12]#[N:13])[CH2:11]1. Starting materials: C1CCNC1, Cc1ccc2c(c1)nc(N)c1ncc(CCc3ccc(C=O)cc3)cc12. Product: Cc1ccc2c(c1)nc(N)c1ncc(CCc3ccc(CN4CCCC4)cc3)cc12. As a reaction SMILES: [CH2:27]1[CH2:28][CH2:29][NH:30][CH2:31]1.[NH2:1][c:2]1[n:3][c:4]2[c:5]([c:6]3[cH:7][c:8]([CH2:12][CH2:13][c:14]4[cH:15][cH:16][c:17]([CH:18]=[O:19])[cH:20][cH:21]4)[cH:9][n:10][c:11]13)[cH:22][cH:23][c:24]([CH3:26])[cH:25]2>>[NH2:1][c:2]1[n:3][c:4]2[c:5]([c:6]3[cH:7][c:8]([CH2:12][CH2:13][c:14]4[cH:15][cH:16][c:17]([CH2:18][N:30]5[CH2:29][CH2:28][CH2:27][CH2:31]5)[cH:20][cH:21]4)[cH:9][n:10][c:11]13)[cH:22][cH:23][c:24]([CH3:26])[cH:25]2.